Dataset: the Open Reaction Database (ORD), a public repository of structured organic reaction records. Task: describe an organic reaction: reactants, conditions, products, and yield Starting materials: NCCCCNC(=O)OCc1ccccc1, CN(C)C=O, On1nnc2ccccc21, O=C(O)c1ccc(CN(Cc2ncc[nH]2)Cc2ncc[nH]2)cc1. Yields the product O=C(NCCCCNC(=O)c1ccc(CN(Cc2ncc[nH]2)Cc2ncc[nH]2)cc1)OCc1ccccc1. RXN SMILES: [CH2:24]([c:25]1[cH:26][cH:27][cH:28][cH:29][cH:30]1)[O:31][C:32](=[O:33])[NH:34][CH2:35][CH2:36][CH2:37][CH2:38][NH2:39].[O:50]=[CH:51][N:52]([CH3:53])[CH3:54].[OH:40][n:41]1[c:42]2[c:43]([cH:44][cH:45][cH:46][cH:47]2)[n:48][n:49]1.[nH:1]1[c:2]([CH2:6][N:7]([CH2:8][c:9]2[nH:10][cH:11][cH:12][n:13]2)[CH2:14][c:15]2[cH:16][cH:17][c:18]([C:19](=[O:20])[OH:21])[cH:22][cH:23]2)[n:3][cH:4][cH:5]1>>[n:1]1[c:2]([CH2:6][N:7]([CH2:8][c:9]2[n:10][cH:11][cH:12][nH:13]2)[CH2:14][c:15]2[cH:16][cH:17][c:18]([C:19](=[O:20])[NH:39][CH2:38][CH2:37][CH2:36][CH2:35][NH:34][C:32]([O:31][CH2:24][c:25]3[cH:26][cH:27][cH:28][cH:29][cH:30]3)=[O:33])[cH:22][cH:23]2)[nH:3][cH:4][cH:5]1.